describe an organic reaction: reactants, conditions, products, and yield From a dataset of the Open Reaction Database (ORD), a public repository of structured organic reaction records. RXN SMILES: [C:1]([CH3:2])([CH3:3])([CH3:4])[O:5][C:6](=[O:7])[NH:8][CH2:9][CH2:10][C:11](=[O:12])[OH:13].[CH:14]1([N:15]=[C:16]=[N:17][CH:18]2[CH2:19][CH2:20][CH2:21][CH2:22][CH2:23]2)[CH2:24][CH2:25][CH2:26][CH2:27][CH2:28]1.[Cl:37][CH2:38][Cl:39].[NH2:29][CH2:30][c:31]1[cH:32][cH:33][cH:34][cH:35][cH:36]1.[O:40]1[CH2:41][CH2:42][O:43][CH2:44][CH2:45]1>>[C:1]([CH3:2])([CH3:3])([CH3:4])[O:5][C:6](=[O:7])[NH:8][CH2:9][CH2:10][C:11](=[O:13])[NH:29][CH2:30][c:31]1[cH:32][cH:33][cH:34][cH:35][cH:36]1. The product is CC(C)(C)OC(=O)NCCC(=O)NCc1ccccc1. Starting materials: CC(C)(C)OC(=O)NCCC(=O)O, C(=NC1CCCCC1)=NC1CCCCC1, ClCCl, NCc1ccccc1, C1COCCO1. Starting materials: CC(C)(C)OC(=O)Nc1cccc(OCc2ccccc2)c1[N+](=O)[O-], CCI, CN(C)C=O, [H-], [Na+], O. Product: CCN(C(=O)OC(C)(C)C)c1cccc(OCc2ccccc2)c1[N+](=O)[O-]. As a reaction SMILES: [CH2:1]([c:2]1[cH:3][cH:4][cH:5][cH:6][cH:7]1)[O:8][c:9]1[c:10]([N+:23](=[O:24])[O-:25])[c:11]([NH:15][C:16]([O:17][C:18]([CH3:19])([CH3:20])[CH3:21])=[O:22])[cH:12][cH:13][cH:14]1.[CH2:28]([CH3:29])[I:30].[CH3:32][N:33]([CH3:34])[CH:35]=[O:36].[H-:26].[Na+:27].[OH2:31]>>[CH2:1]([c:2]1[cH:3][cH:4][cH:5][cH:6][cH:7]1)[O:8][c:9]1[c:10]([N+:23](=[O:24])[O-:25])[c:11]([N:15]([C:16]([O:17][C:18]([CH3:19])([CH3:20])[CH3:21])=[O:22])[CH2:28][CH3:29])[cH:12][cH:13][cH:14]1. The reactants are CC=1C=C(C=C(C1)C1=CN=C(S1)N1CC(NCCC1)=O)NC1=NC=CC(=N1)O[C@H]1CN(CC1)C(=O)OC(C)(C)C (tert-Butyl (3R)-3-{[2-({3-methyl-5-[2-(3-oxo-1,4-diazepan-1-yl)-1,3-thiazol-5-yl]-phenyl}amino)pyrimidin-4-yl]oxy}pyrrolidine-1-carboxylate), FC(C(=O)O)(F)F (trifluoroacetic acid), C([O-])(O)=O.[Na+] (sodium bicarbonate). The solvent is ClCCl (dichloromethane). Run at time 1 hour. Yields the product CC=1C=C(C=C(C1)NC1=NC=CC(=N1)O[C@H]1CNCC1)C1=CN=C(S1)N1CC(NCCC1)=O (4-{5-[3-methyl-5-({4-[(3R)-pyrrolidin-3-yloxy]-pyrimidin-2-yl}amino)phenyl]-1,3-thiazol-2-yl}-1,4-diazepan-2-one). As a reaction SMILES: [CH3:1][C:2]1[CH:3]=[C:4]([NH:21][C:22]2[N:27]=[C:26]([O:28][C@@H:29]3[CH2:33][CH2:32][N:31](C(OC(C)(C)C)=O)[CH2:30]3)[CH:25]=[CH:24][N:23]=2)[CH:5]=[C:6]([C:8]2[S:12][C:11]([N:13]3[CH2:19][CH2:18][CH2:17][NH:16][C:15](=[O:20])[CH2:14]3)=[N:10][CH:9]=2)[CH:7]=1.FC(F)(F)C(O)=O.C(=O)(O)[O-].[Na+]>ClCCl>[CH3:1][C:2]1[CH:7]=[C:6]([C:8]2[S:12][C:11]([N:13]3[CH2:19][CH2:18][CH2:17][NH:16][C:15](=[O:20])[CH2:14]3)=[N:10][CH:9]=2)[CH:5]=[C:4]([NH:21][C:22]2[N:27]=[C:26]([O:28][C@@H:29]3[CH2:33][CH2:32][NH:31][CH2:30]3)[CH:25]=[CH:24][N:23]=2)[CH:3]=1 |f:2.3|. Procedure: tert-Butyl (3R)-3-{[2-({3-methyl-5-[2-(3-oxo-1,4-diazepan-1-yl)-1,3-thiazol-5-yl]-phenyl}amino)pyrimidin-4-yl]oxy}pyrrolidine-1-carboxylate (80 mg, 0.14 mmol) was taken up in dichloromethane (1 mL). The mixture was treated with trifluoroacetic acid (0.2 mL, 2.6 mmol) and left to stir for 1 hour. The reaction was neutralized with saturated aqueous sodium bicarbonate, and extracted with ethyl acetate (×3). The combined organics were washed with brine, dried over sodium sulfate, concentrated, and p... The reactants are CC(C)CC(N)C(=O)OC(C)(C)C, CC(C)COC(=O)Cl, C1CCOC1, CN1CCOCC1, ClCCl, O=C1CCC(C(=O)O)O1. Product: CC(C)CC(NC(=O)C1CCC(=O)O1)C(=O)OC(C)(C)C. Reaction SMILES: [C:25]([CH3:26])([CH3:27])([CH3:28])[O:29][C:30]([CH:31]([NH2:32])[CH2:33][CH:34]([CH3:35])[CH3:36])=[O:37].[CH2:17]([O:18][C:19]([Cl:20])=[O:21])[CH:22]([CH3:23])[CH3:24].[CH2:41]1[O:42][CH2:43][CH2:44][CH2:45]1.[CH3:10][N:11]1[CH2:12][CH2:13][O:14][CH2:15][CH2:16]1.[Cl:38][CH2:39][Cl:40].[O:1]=[C:2]1[CH2:3][CH2:4][CH:5]([C:7](=[O:8])[OH:9])[O:6]1>>[O:1]=[C:2]1[CH2:3][CH2:4][CH:5]([C:7](=[O:9])[NH:32][CH:31]([C:30]([O:29][C:25]([CH3:26])([CH3:27])[CH3:28])=[O:37])[CH2:33][CH:34]([CH3:35])[CH3:36])[O:6]1. Reactants: COC1=CC=C(CN2N=C(C=3C2=NC=CC3OC3=C(C=C(C=C3)N)F)I)C=C1 (4-(1-(4-methoxybenzyl)-3-iodo-1H-pyrazolo[3,4-b]pyridin-4-yloxy)-3-fluorobenzenamine), C(=O)([O-])[O-].[Cs+].[Cs+] (Cs2CO3), N1(CCOCC1)C(=O)C1=CC=C(C=C1)B(O)O (4-(morpholine-4-carbonyl)phenylboronic acid). The reagents and catalysts are C=1C=CC(=CC1)[P](C=2C=CC=CC2)(C=3C=CC=CC3)[Pd]([P](C=4C=CC=CC4)(C=5C=CC=CC5)C=6C=CC=CC6)([P](C=7C=CC=CC7)(C=8C=CC=CC8)C=9C=CC=CC9)[P](C=1C=CC=CC1)(C=1C=CC=CC1)C=1C=CC=CC1 (tetrakistriphenylphosphinepalladium). Run in COCCOC (DME). Run at temperature 85 celsius. Product: NC1=CC(=C(OC2=C3C(=NC=C2)N(N=C3C3=CC=C(C=C3)C(=O)N3CCOCC3)CC3=CC=C(C=C3)OC)C=C1)F ((4-(4-(4-amino-2-fluorophenoxy)-1-(4-methoxybenzyl)-1H-pyrazolo[3,4-b]pyridin-3-yl)phenyl)(morpholino)methanone). Yield: 11.5%. RXN SMILES: [CH3:1][O:2][C:3]1[CH:28]=[CH:27][C:6]([CH2:7][N:8]2[C:12]3=[N:13][CH:14]=[CH:15][C:16]([O:17][C:18]4[CH:23]=[CH:22][C:21]([NH2:24])=[CH:20][C:19]=4[F:25])=[C:11]3[C:10](I)=[N:9]2)=[CH:5][CH:4]=1.C([O-])([O-])=O.[Cs+].[Cs+].[N:35]1([C:41]([C:43]2[CH:48]=[CH:47][C:46](B(O)O)=[CH:45][CH:44]=2)=[O:42])[CH2:40][CH2:39][O:38][CH2:37][CH2:36]1>COCCOC.C1C=CC([P]([Pd]([P](C2C=CC=CC=2)(C2C=CC=CC=2)C2C=CC=CC=2)([P](C2C=CC=CC=2)(C2C=CC=CC=2)C2C=CC=CC=2)[P](C2C=CC=CC=2)(C2C=CC=CC=2)C2C=CC=CC=2)(C2C=CC=CC=2)C2C=CC=CC=2)=CC=1>[NH2:24][C:21]1[CH:22]=[CH:23][C:18]([O:17][C:16]2[CH:15]=[CH:14][N:13]=[C:12]3[N:8]([CH2:7][C:6]4[CH:27]=[CH:28][C:3]([O:2][CH3:1])=[CH:4][CH:5]=4)[N:9]=[C:10]([C:46]4[CH:45]=[CH:44][C:43]([C:41]([N:35]5[CH2:40][CH2:39][O:38][CH2:37][CH2:36]5)=[O:42])=[CH:48][CH:47]=4)[C:11]=23)=[C:19]([F:25])[CH:20]=1 |f:1.2.3,^1:61,63,82,101|. Reported procedure: A mixture of 4-(1-(4-methoxybenzyl)-3-iodo-1H-pyrazolo[3,4-b]pyridin-4-yloxy)-3-fluorobenzenamine (0.30 g, 0.612 mmol; prepared as in Example 7, Step B), Cs2CO3 (0.299 g, 0.918 mmol), and 4-(morpholine-4-carbonyl)phenylboronic acid (0.151 g, 0.643 mmol) in DME (3 mL) was degassed under nitrogen for 10 minutes and tetrakistriphenylphosphinepalladium (0.035 g, 0.03 mmol) was added. The reaction mixture was heated at 85° C. for 15 hours. The precipitate was removed by filtration with a mixture of E...